This data is from the Open Reaction Database (ORD), a public repository of structured organic reaction records. The task is: describe an organic reaction: reactants, conditions, products, and yield Reaction SMILES: [NH2:1][C:2]1[NH:3][C:4]2[CH:10]=[C:9]([C:11]([F:14])([F:13])[F:12])[CH:8]=[C:7]([C:15]([F:18])([F:17])[F:16])[C:5]=2[N:6]=1.[Cl:19][CH2:20][O:21][C:22]1[CH:27]=[CH:26][C:25]([F:28])=[CH:24][C:23]=1[Br:29]>>[Cl-:19].[NH2:1][C:2]1[N:6]([CH2:20][O:21][C:22]2[CH:27]=[CH:26][C:25]([F:28])=[CH:24][C:23]=2[Br:29])[C:5]2[C:7]([C:15]([F:18])([F:16])[F:17])=[CH:8][C:9]([C:11]([F:12])([F:13])[F:14])=[CH:10][C:4]=2[N+:3]=1[CH2:20][O:21][C:22]1[CH:27]=[CH:26][C:25]([F:28])=[CH:24][C:23]=1[Br:29] |f:2.3|. Yields the product [Cl-].NC1=[N+](C2=C(N1COC1=C(C=C(C=C1)F)Br)C(=CC(=C2)C(F)(F)F)C(F)(F)F)COC2=C(C=C(C=C2)F)Br (2-Amino-5,7-bis-trifluoromethyl-1,3-bis[(2-bromo-4-fluorophenoxy)methyl]-1H-benzimidazol-3-ium chloride). Reactants: NC=1NC2=C(N1)C(=CC(=C2)C(F)(F)F)C(F)(F)F (2-amino-5,7-bis-trifluoromethylbenzimidazole), ClCOC1=C(C=C(C=C1)F)Br (2-bromo-4-fluorophenyl chloromethyl ether). Reported procedure: Following the procedure of Example 2 and replacing 2-aminobenzimidazole with 2-amino-5,7-bis-trifluoromethylbenzimidazole and replacing 2-bromo-4-chlorophenyl chloromethyl ether with 2-bromo-4-fluorophenyl chloromethyl ether, the title compound is obtained.